This data is from the Open Reaction Database (ORD), a public repository of structured organic reaction records. The task is: describe an organic reaction: reactants, conditions, products, and yield Reactants: CC(C)(C)Oc1c(F)c(F)nc(F)c1Cl, CO, [H][H]. Yields the product CC(C)(C)Oc1cc(F)nc(F)c1F. Reaction SMILES: [C:1]([CH3:2])([CH3:3])([CH3:4])[O:5][c:6]1[c:7]([Cl:15])[c:8]([F:14])[n:9][c:10]([F:13])[c:11]1[F:12].[CH3:18][OH:19].[H:16][H:17]>>[C:1]([CH3:2])([CH3:3])([CH3:4])[O:5][c:6]1[cH:7][c:8]([F:14])[n:9][c:10]([F:13])[c:11]1[F:12]. Reactants: CC(=O)C1(c2ccc(Cl)c(Cl)c2)CCC1, NC=O, O=CO. Yields the product CC(NC=O)C1(c2ccc(Cl)c(Cl)c2)CCC1. RXN SMILES: [C:1]([CH3:2])(=[O:3])[C:4]1([c:8]2[cH:9][c:10]([Cl:15])[c:11]([Cl:14])[cH:12][cH:13]2)[CH2:5][CH2:6][CH2:7]1.[CH:16](=[O:17])[NH2:18].[CH:19]([OH:20])=[O:21]>>[CH:1]([CH3:2])([C:4]1([c:8]2[cH:9][c:10]([Cl:15])[c:11]([Cl:14])[cH:12][cH:13]2)[CH2:5][CH2:6][CH2:7]1)[NH:18][CH:16]=[O:17]. The product is ClC=1C2=C(N=CN1)C=CN2CCCC(F)(F)F (4-chloro-5-(4,4,4-trifluorobutyl)-5H-pyrrolo[3,2-d]pyrimidine). Isolated yield 102.5%. Reported procedure: To a suspension of 4-chloro-5H-pyrrolo[3,2-d]pyrimidine (250 mg) in N,N-dimethylformamide (1.6 mL) was added cesium carbonate (675 mg) under ice-cooling, and the mixture was stirred while warming to room temperature for 15 min. To the reaction mixture was added 4-bromo-1,1,1-trifluorobutane (466 mg), and the mixture was stirred at room temperature for 15 hrs. The reaction mixture was diluted with water (20 mL) and extracted with ethyl acetate (20 mL×3). The organic layer was washed with saturate... The reactants are C([O-])([O-])=O.[Cs+].[Cs+] (cesium carbonate), ClC=1C2=C(N=CN1)C=CN2 (4-chloro-5H-pyrrolo[3,2-d]pyrimidine), BrCCCC(F)(F)F (4-bromo-1,1,1-trifluorobutane). As a reaction SMILES: [Cl:1][C:2]1[C:3]2[NH:10][CH:9]=[CH:8][C:4]=2[N:5]=[CH:6][N:7]=1.C(=O)([O-])[O-].[Cs+].[Cs+].Br[CH2:18][CH2:19][CH2:20][C:21]([F:24])([F:23])[F:22]>CN(C)C=O.O>[Cl:1][C:2]1[C:3]2[N:10]([CH2:18][CH2:19][CH2:20][C:21]([F:24])([F:23])[F:22])[CH:9]=[CH:8][C:4]=2[N:5]=[CH:6][N:7]=1 |f:1.2.3|. The solvent is O (water), CN(C=O)C (N,N-dimethylformamide). Starting materials: C(C)(=O)F (acetyl fluoride), C(C)(=O)[O-] (acetate), C(C)(=O)[O-].[K+] (potassium acetate). Yields the product [F-] (fluoride), [F-].[K+] (potassium fluoride), C(C)(=O)OC(C)=O (acetic anhydride). RXN SMILES: [C:1]([F:4])(=[O:3])[CH3:2].[C:5]([O-:8])(=[O:7])[CH3:6].C([O-])(=O)C.[K+:13]>>[F-:4].[F-:4].[K+:13].[C:5]([O:8][C:1](=[O:3])[CH3:2])(=[O:7])[CH3:6] |f:2.3,5.6|. Procedure: The reaction of the by-product acetyl fluoride with metal acetate such as potassium acetate is carried out under suitable reaction conditions of time, temperature and pressure which are sufficient to produce a metal fluoride such as potassium fluoride and acetic anhydride. Preferably, a pressure is maintained which is sufficient to maintain the acetyl fluoride essentially in the liquid phase at a temperature in a broad range of 20° to 200° C and more preferably in a temperature range of 80° to 1...